Dataset: the Open Reaction Database (ORD), a public repository of structured organic reaction records. Task: describe an organic reaction: reactants, conditions, products, and yield Reactants: CC(C)(Br)C(=O)c1ccc(Sc2ccc(C(=O)C3CCCCC3)cc2)cc1, Br, Br, ClCCl. Yields the product CC(C)(Br)C(=O)c1ccc(Sc2ccc(C(=O)C3(Br)CCCCC3)cc2)cc1. Reaction SMILES: [Br:2][C:3]([C:4](=[O:5])[c:6]1[cH:7][cH:8][c:9]([S:12][c:13]2[cH:14][cH:15][c:16]([C:19](=[O:20])[CH:21]3[CH2:22][CH2:23][CH2:24][CH2:25][CH2:26]3)[cH:17][cH:18]2)[cH:10][cH:11]1)([CH3:27])[CH3:28].[Br:32].[BrH:1].[Cl:29][CH2:30][Cl:31]>>[Br:1][C:21]1([C:19]([c:16]2[cH:15][cH:14][c:13]([S:12][c:9]3[cH:8][cH:7][c:6]([C:4]([C:3]([Br:2])([CH3:27])[CH3:28])=[O:5])[cH:11][cH:10]3)[cH:18][cH:17]2)=[O:20])[CH2:22][CH2:23][CH2:24][CH2:25][CH2:26]1. Starting materials: COC(=O)c1cc(C#N)ccc1O, CCO, NO. The product is COC(=O)c1cc(C(N)=NO)ccc1O. Reaction SMILES: [C:1](#[N:2])[c:3]1[cH:4][cH:5][c:6]([OH:13])[c:7]([C:8](=[O:9])[O:10][CH3:11])[cH:12]1.[CH3:16][CH2:17][OH:18].[NH2:14][OH:15]>>[C:1]([NH2:2])([c:3]1[cH:4][cH:5][c:6]([OH:13])[c:7]([C:8](=[O:9])[O:10][CH3:11])[cH:12]1)=[N:14][OH:15]. Procedure: Sodium borohydride (1.3 g) was added in 10 portions over 5 hours to a stirred solution of ethyl 2-amino-5-(1-naphthalenylmethyl)-3-thiophenecarboxylate (5.50 g) in 2-methylpropanoic acid (40 ml) at 0° C. The mixture was stirred at room temperature for 16 hours then further sodium borohydride (1.8 g) was added in 10 portions over 8 hours and stirring continued for a further 16 hours. The solution was poured into water (1000 ml), neutralized with sodium bicarbonate and extracted with ethyl acetate... Yields the product CC(CNC=1SC(=CC1C(=O)OCC)CC1=CC=CC2=CC=CC=C12)C (Ethyl 2-(2-methylpropyl)amino-5-(1-naphthalenylmethyl)-3-thiophenecarboxylate). RXN SMILES: [BH4-].[Na+].[NH2:3][C:4]1[S:5][C:6]([CH2:14][C:15]2[C:24]3[C:19](=[CH:20][CH:21]=[CH:22][CH:23]=3)[CH:18]=[CH:17][CH:16]=2)=[CH:7][C:8]=1[C:9]([O:11][CH2:12][CH3:13])=[O:10].O.C(=O)(O)[O-].[Na+]>CC(C)C(O)=O>[CH3:4][CH:8]([CH3:9])[CH2:7][NH:3][C:4]1[S:5][C:6]([CH2:14][C:15]2[C:24]3[C:19](=[CH:20][CH:21]=[CH:22][CH:23]=3)[CH:18]=[CH:17][CH:16]=2)=[CH:7][C:8]=1[C:9]([O:11][CH2:12][CH3:13])=[O:10] |f:0.1,4.5|. Conditions: time 16 hour. Reactants: O (water), C([O-])(O)=O.[Na+] (sodium bicarbonate), [BH4-].[Na+] (Sodium borohydride), NC=1SC(=CC1C(=O)OCC)CC1=CC=CC2=CC=CC=C12 (ethyl 2-amino-5-(1-naphthalenylmethyl)-3-thiophenecarboxylate), [BH4-].[Na+] (sodium borohydride). Solvent: CC(C(=O)O)C (2-methylpropanoic acid). Isolated yield 191.0%. The reactants are C(F)(F)(F)[Si](C)(C)C (CF3TMS), ClC1=C2C=3CCCC(C3NC2=C(C=C1Cl)Cl)=O (5,6,8-trichloro-2,3,4,9-tetrahydro-1H-carbazol-1-one), [F-].[Cs+] (CsF). Run in C1CCOC1 (THF). Run at temperature 0 celsius, time 1 hour. Product: ClC1=C2C=3CCCC(C3NC2=C(C=C1Cl)Cl)(O)C(F)(F)F (5,6,8-Trichloro-(trifluoromethyl)-2,3,4,9-tetrahydro-1H-carbazol-1-ol). The yield is 32.0%. Reaction SMILES: [Cl:1][C:2]1[C:14]([Cl:15])=[CH:13][C:12]([Cl:16])=[C:11]2[C:3]=1[C:4]1[CH2:5][CH2:6][CH2:7][C:8](=[O:17])[C:9]=1[NH:10]2.[C:18]([Si](C)(C)C)([F:21])([F:20])[F:19].[F-].[Cs+]>C1COCC1>[Cl:1][C:2]1[C:14]([Cl:15])=[CH:13][C:12]([Cl:16])=[C:11]2[C:3]=1[C:4]1[CH2:5][CH2:6][CH2:7][C:8]([C:18]([F:21])([F:20])[F:19])([OH:17])[C:9]=1[NH:10]2 |f:2.3|. Reported procedure: To a solution of 5,6,8-trichloro-2,3,4,9-tetrahydro-1H-carbazol-1-one (0.1 g, 0.3 mmol) in anhydrous THF (5 mL), cooled to 0° C., CF3TMS (0.5 mL) followed by CsF (0.026 g, 0.17 mmol) were added. The reaction mixture was stirred at 0° C. for 1 h, cooled to room temperature and stirred for an additional 16 h, quenched with saturated NH4Cl (20 mL) and extracted with EtOAc (3×10 mL). The combined organic extracts were dried over Na2SO4 and concentrated under reduced pressure to give the crude compou... Reactants: O=C([O-])[O-], Cc1cccc(O)c1, CN(C)C=O, COC(=O)Cc1c(Cl)ncnc1OC, [K+], [K+], C1COCCOCCOCCOCCOCCO1. Product: COC(=O)Cc1c(OC)ncnc1Oc1cccc(C)c1. As a reaction SMILES: [C:23](=[O:24])([O-:25])[O-:26].[CH3:15][c:16]1[cH:17][cH:18][cH:19][c:20]([OH:21])[cH:22]1.[CH3:47][N:48]([CH3:49])[CH:50]=[O:51].[Cl:1][c:2]1[n:3][cH:4][n:5][c:6]([O:13][CH3:14])[c:7]1[CH2:8][C:9](=[O:10])[O:11][CH3:12].[K+:27].[K+:28].[O:29]1[CH2:30][CH2:31][O:32][CH2:33][CH2:34][O:35][CH2:36][CH2:37][O:38][CH2:39][CH2:40][O:41][CH2:42][CH2:43][O:44][CH2:45][CH2:46]1>>[c:2]1([O:21][c:20]2[cH:19][cH:18][cH:17][c:16]([CH3:15])[cH:22]2)[n:3][cH:4][n:5][c:6]([O:13][CH3:14])[c:7]1[CH2:8][C:9](=[O:10])[O:11][CH3:12]. Procedure details: By reaction of methyl acetoacetate with 3-chloro-2-butanone and 2-acetylaminoethylamine analogously to Example 1. Reactants: C(CC(=O)C)(=O)OC (methyl acetoacetate), ClC(C(C)=O)C (3-chloro-2-butanone), C(C)(=O)NCCN (2-acetylaminoethylamine). As a reaction SMILES: [C:1]([O:7][CH3:8])(=[O:6])[CH2:2][C:3]([CH3:5])=O.Cl[CH:10]([CH3:14])[C:11](=O)[CH3:12].[C:15]([NH:18][CH2:19][CH2:20][NH2:21])(=[O:17])[CH3:16]>>[C:15]([NH:18][CH2:19][CH2:20][N:21]1[C:11]([CH3:12])=[C:10]([CH3:14])[C:2]([C:1]([O:7][CH3:8])=[O:6])=[C:3]1[CH3:5])(=[O:17])[CH3:16]. Product: C(C)(=O)NCCN1C(=C(C(=C1C)C)C(=O)OC)C (Methyl 1-(2-acetylaminoethyl)-2,4,5-trimethylpyrrole-3-carboxylate).